This data is from the Open Reaction Database (ORD), a public repository of structured organic reaction records. The task is: describe an organic reaction: reactants, conditions, products, and yield Reactants: C(C1=CC=CC=C1)N(O)CC1=CC=CC=C1 (dibenzylhydroxylamine), C=O (formaldehyde), C(C=C)NCC=C (diallylamine). The product is C(C1=CC=CC=C1)N(OCN(CC=C)CC=C)CC1=CC=CC=C1 ([N,N-Dibenzylaminoxymethyl]diallylamine). Reaction SMILES: [CH2:1]([N:8]([CH2:10][C:11]1[CH:16]=[CH:15][CH:14]=[CH:13][CH:12]=1)[OH:9])[C:2]1[CH:7]=[CH:6][CH:5]=[CH:4][CH:3]=1.[CH2:17]=O.[CH2:19]([NH:22][CH2:23][CH:24]=[CH2:25])[CH:20]=[CH2:21]>>[CH2:10]([N:8]([CH2:1][C:2]1[CH:3]=[CH:4][CH:5]=[CH:6][CH:7]=1)[O:9][CH2:17][N:22]([CH2:23][CH:24]=[CH2:25])[CH2:19][CH:20]=[CH2:21])[C:11]1[CH:16]=[CH:15][CH:14]=[CH:13][CH:12]=1. Procedure: The procedure of Example I is repeated using 21.33 g of dibenzylhydroxylamine, 9.73 g of aqueous formaldehyde (37%) solution and 9.72 g of diallylamine, to afford the title compound. Starting materials: ice, CN1N=CC=C1C(=O)O (1-methyl-1H-pyrazole-5-carboxylic acid), [ 1959 ], S(O)(O)(=O)=O (sulfuric acid), [N+](=O)(O)[O-] (nitric acid). Yields the product CN1N=CC(=C1C(=O)O)[N+](=O)[O-] (1-Methyl-4-nitro-1H-pyrazole-5-carboxylic acid). RXN SMILES: [CH3:1][N:2]1[C:6]([C:7]([OH:9])=[O:8])=[CH:5][CH:4]=[N:3]1.S(=O)(=O)(O)O.[N+:15]([O-])([OH:17])=[O:16]>>[CH3:1][N:2]1[C:6]([C:7]([OH:9])=[O:8])=[C:5]([N+:15]([O-:17])=[O:16])[CH:4]=[N:3]1. Procedure details: A quantity comprising 69.0 gm (0.547 mol) of 1-methyl-1H-pyrazole-5-carboxylic acid of m.p.: 227°-228° C. (R. Huttel and M. E. Schon, Liebigs Ann. Chem 625, 55 [1959]) was added in small portions to a mixture of 200 ml of concentrated sulfuric acid and 60 ml of 90% fuming nitric acid under stirring. The temperature of the mixture rose from 75° C. at the beginning to a maximum temperature of 95° C. After the exothermal reaction was finished, heating was continued for 30 minutes up to 95° C. The c...